This data is from the Open Reaction Database (ORD), a public repository of structured organic reaction records. The task is: describe an organic reaction: reactants, conditions, products, and yield Reactants: C=CC1=CC=CC=C1 (Styrene), [Cl-].[Na+] (sodium chloride), S(O)(O)(=O)=O (Sulfuric acid), I(=O)(=O)(=O)[O-].[Na+] (sodium periodate). Solvent: C(C)#N.O (acetonitrile water). Reaction conditions: temperature 70 celsius. Product: C1(=CC=CC=C1)C(CCl)O (1-phenyl-2-chloroethanol). Yield: 95.0%. Reaction SMILES: [CH2:1]=[CH:2][C:3]1[CH:8]=[CH:7][CH:6]=[CH:5][CH:4]=1.[Cl-:9].[Na+].S(=O)(=O)(O)[OH:12].I([O-])(=O)(=O)=O.[Na+]>C(#N)C.O>[C:3]1([CH:2]([OH:12])[CH2:1][Cl:9])[CH:8]=[CH:7][CH:6]=[CH:5][CH:4]=1 |f:1.2,4.5,6.7|. Procedure details: Styrene (1 mmol) was treated with sodium chloride (1.2 mmol) in acetonitrile: water (2:1, 6 ml). 20% Sulfuric acid (5 ml) and sodium periodate (20 mol %) was added to the reaction mixture. The mixture was heated at 70° C. under inert atmosphere for 18 h. The product was purified by column chromatography to give 1-phenyl-2-chloroethanol (95%). Starting materials: ice, C(CC1=CC=CC=C1)O (phenethyl alcohol), C(C)OC(CC(=O)OCC)OCC (ethyl 3,3-diethoxy-propionate), titantetrachloride solution, Cl (HCl). The solvent is C(Cl)Cl (DCM), C(Cl)Cl (DCM). Run at temperature 0 celsius, time 3 hour. Yields the product C(C)OC(CC1OCCC2=CC=CC=C12)=O ((±)-isochroman-1-yl-acetic acid ethyl ester). As a reaction SMILES: [CH2:1]([OH:9])[CH2:2][C:3]1[CH:8]=[CH:7][CH:6]=[CH:5][CH:4]=1.[CH2:10]([O:12][CH:13]([O:20]CC)[CH2:14][C:15](OCC)=O)[CH3:11].Cl>C(Cl)Cl>[CH2:10]([O:12][C:13](=[O:20])[CH2:14][CH:15]1[C:8]2[C:3](=[CH:4][CH:5]=[CH:6][CH:7]=2)[CH2:2][CH2:1][O:9]1)[CH3:11]. Procedure: To an ice-cooled solution of phenethyl alcohol (1.21 mL, 10 mmol, 1.0 eq.) and ethyl 3,3-diethoxy-propionate (2.59 mL, 12 mmol, 1.2 eq) in DCM (5 mL), 1N titantetrachloride solution in DCM (22 mL, 22 mmol, 2.2 eq) was added dropwise. The mixture was stirred at 0° C. for 1 hour and further at r.t. for 3 hours. The mixture was poured onto ice and 2N aq. HCl soln. (30 mL). The layers were separated. The aq. phase was extracted with DCM (2×50 mL). The comb. org. phases were washed with sat. aq. NaCl... The reactants are O=C([O-])[O-], FC(F)(F)c1cc(CCl)ccc1C1CCCC1, [Cs+], [Cs+], CN(C)C=O, CCOC(=O)CC1CCCn2c1cc1cc(O)ccc12. Yields the product CCOC(=O)CC1CCCn2c1cc1cc(OCc3ccc(C4CCCC4)c(C(F)(F)F)c3)ccc12. Reaction SMILES: [C:21](=[O:22])([O-:23])[O-:24].[Cl:27][CH2:28][c:29]1[cH:30][c:31]([C:40]([F:41])([F:42])[F:43])[c:32]([CH:35]2[CH2:36][CH2:37][CH2:38][CH2:39]2)[cH:33][cH:34]1.[Cs+:25].[Cs+:26].[O:44]=[CH:45][N:46]([CH3:47])[CH3:48].[OH:1][c:2]1[cH:3][c:4]2[cH:5][c:6]3[n:7]([c:8]2[cH:9][cH:10]1)[CH2:11][CH2:12][CH2:13][CH:14]3[CH2:15][C:16](=[O:17])[O:18][CH2:19][CH3:20]>>[O:1]([c:2]1[cH:3][c:4]2[cH:5][c:6]3[n:7]([c:8]2[cH:9][cH:10]1)[CH2:11][CH2:12][CH2:13][CH:14]3[CH2:15][C:16](=[O:17])[O:18][CH2:19][CH3:20])[CH2:28][c:29]1[cH:30][c:31]([C:40]([F:41])([F:42])[F:43])[c:32]([CH:35]2[CH2:36][CH2:37][CH2:38][CH2:39]2)[cH:33][cH:34]1. The reactants are CCCCCn1c(N)c(N=O)c(=O)[nH]c1=O, N, [Na+], [Na+], O, O=S([O-])S(=O)[O-]. Product: CCCCCn1c(N)c(N)c(=O)[nH]c1=O. Reaction SMILES: [NH2:1][c:2]1[c:3]([N:15]=[O:16])[c:4](=[O:14])[nH:5][c:6](=[O:13])[n:7]1[CH2:8][CH2:9][CH2:10][CH2:11][CH3:12].[NH3:17].[Na+:24].[Na+:25].[OH2:26].[S:18]([S:19]([O-:20])=[O:21])([O-:22])=[O:23]>>[NH2:1][c:2]1[c:3]([NH2:15])[c:4](=[O:14])[nH:5][c:6](=[O:13])[n:7]1[CH2:8][CH2:9][CH2:10][CH2:11][CH3:12].